This data is from the Open Reaction Database (ORD), a public repository of structured organic reaction records. The task is: describe an organic reaction: reactants, conditions, products, and yield Starting materials: [Cl-].[Al+3].[Cl-].[Cl-] (Aluminium chloride), FC1=C(C=CC(=C1)I)NC=1N(C(C(=C2N(C(N(C(C21)=O)CC2=CC=C(C=C2)OC)=O)C=2C=C(C(=O)N1CCN(CC1)C(=O)OC(C)(C)C)C=CC2)C)=O)C (tert-butyl 4-(3-(5-((2-fluoro-4-iodophenyl)amino)-3-(4-methoxybenzyl)-6,8-dimethyl-2,4,7-trioxo-3,4,6,7-tetrahydropyrido[4,3-d]pyrimidin-1(2H)-yl)benzoyl)piperazine-1-carboxylate), CO (methanol). The solvent is C1(=CC=CC=C1)OC (Anisole). Conditions: time 17 hour. The product is FC1=C(C=CC(=C1)I)NC=1N(C(C(=C2N(C(NC(C21)=O)=O)C2=CC(=CC=C2)C(=O)N2CCNCC2)C)=O)C (5-((2-fluoro-4-iodophenyl)amino)-6,8-dimethyl-1-(3-(piperazine-1-carbonyl)phenyl)pyrido[4,3-d]pyrimidine-2,4,7(1H,3H,6H)-trione). The yield is 15.2%. RXN SMILES: [Cl-].[Al+3].[Cl-].[Cl-].[F:5][C:6]1[CH:11]=[C:10]([I:12])[CH:9]=[CH:8][C:7]=1[NH:13][C:14]1[N:15]([CH3:58])[C:16](=[O:57])[C:17]([CH3:56])=[C:18]2[C:23]=1[C:22](=[O:24])[N:21](CC1C=CC(OC)=CC=1)[C:20](=[O:34])[N:19]2[C:35]1[CH:36]=[C:37]([CH:53]=[CH:54][CH:55]=1)[C:38]([N:40]1[CH2:45][CH2:44][N:43](C(OC(C)(C)C)=O)[CH2:42][CH2:41]1)=[O:39].CO>C1(OC)C=CC=CC=1>[F:5][C:6]1[CH:11]=[C:10]([I:12])[CH:9]=[CH:8][C:7]=1[NH:13][C:14]1[N:15]([CH3:58])[C:16](=[O:57])[C:17]([CH3:56])=[C:18]2[C:23]=1[C:22](=[O:24])[NH:21][C:20](=[O:34])[N:19]2[C:35]1[CH:55]=[CH:54][CH:53]=[C:37]([C:38]([N:40]2[CH2:45][CH2:44][NH:43][CH2:42][CH2:41]2)=[O:39])[CH:36]=1 |f:0.1.2.3|. Reported procedure: Aluminium chloride (1.57 g, 11.76 mmol) was added in small portions to a solution of crude tert-butyl 4-(3-(5-((2-fluoro-4-iodophenyl)amino)-3-(4-methoxybenzyl)-6,8-dimethyl-2,4,7-trioxo-3,4,6,7-tetrahydropyrido[4,3-d]pyrimidin-1(2H)-yl)benzoyl)piperazine-1-carboxylate (1 g, 1.176 mmol) in Anisole (5 ml). The resulting reaction mixture was stirred at room temperature for 17 h, methanol (10 ml) was added dropwise and the resulting mixture was concentrated in vacuo. Aq. ammonia was added to the re...